Dataset: the Open Reaction Database (ORD), a public repository of structured organic reaction records. Task: describe an organic reaction: reactants, conditions, products, and yield Starting materials: C(CCCCCCCO)O (1,8-octanediol), FC1=C(C(=C(C(=C1COCCCCCCCC(=O)O)F)F)F)F (8-(pentafluoro-benzyloxy)-octanoic acid), Cl.Cl.C(C1=CC=CC=C1)OC(C[C@H](CN(C)C)N)=O ((R)-3-amino-4-dimethylamino-butyric acid benzyl ester dihydrochloride), FC1=C(C(=C(C(=C1CBr)F)F)F)F (pentafluorobenzyl bromide), FC1=C(C(=C(C(=C1COCCCCCCCCO)F)F)F)F (8-(pentafluoro-benzyloxy)-octan-1-ol). Product: C(C1=CC=CC=C1)OC(C[C@H](CN(C)C)NC(CCCCCCCOCC1=C(C(=C(C(=C1F)F)F)F)F)=O)=O ((R)-3-[8-(pentafluoro-benzyloxy)-octanoylamino]-4-dimethylamino-butyric acid benzyl ester). RXN SMILES: C(O)CCCCCCCO.FC1C(CBr)=C(F)C(F)=C(F)C=1F.[F:24][C:25]1[C:30]([CH2:31][O:32][CH2:33][CH2:34][CH2:35][CH2:36][CH2:37][CH2:38][CH2:39][CH2:40][OH:41])=[C:29]([F:42])[C:28]([F:43])=[C:27]([F:44])[C:26]=1[F:45].FC1C(COCCCCCCCC(O)=O)=C(F)C(F)=C(F)C=1F.Cl.Cl.[CH2:71]([O:78][C:79](=[O:87])[CH2:80][C@@H:81]([NH2:86])[CH2:82][N:83]([CH3:85])[CH3:84])[C:72]1[CH:77]=[CH:76][CH:75]=[CH:74][CH:73]=1>>[CH2:71]([O:78][C:79](=[O:87])[CH2:80][C@@H:81]([NH:86][C:40](=[O:41])[CH2:39][CH2:38][CH2:37][CH2:36][CH2:35][CH2:34][CH2:33][O:32][CH2:31][C:30]1[C:25]([F:24])=[C:26]([F:45])[C:27]([F:44])=[C:28]([F:43])[C:29]=1[F:42])[CH2:82][N:83]([CH3:84])[CH3:85])[C:72]1[CH:77]=[CH:76][CH:75]=[CH:74][CH:73]=1 |f:4.5.6|. Procedure details: The title compound, m/e=467.5 ([M−H]−), was produced in analogy with intermediate 1, steps 1 to 4. Thus, 1,8-octanediol was alkylated in step 1 with pentafluorobenzyl bromide, leading to 8-(pentafluoro-benzyloxy)-octan-1-ol, which was oxidized in step 2 to 8-(pentafluoro-benzyloxy)-octanoic acid. This was coupled in step 3 with (R)-3-amino-4-dimethylamino-butyric acid benzyl ester dihydrochloride to produce (R)-3-[8-(pentafluoro-benzyloxy)-octanoylamino]-4-dimethylamino-butyric acid benzyl ester... The reactants are ClC=1C(=C2C(=NC1)NC=C2)I (5-chloro-4-iodo-1H-pyrrolo[2,3-b]pyridine), C1(=CC=C(C=C1)S(=O)(=O)Cl)C (para-toluenesulfonyl chloride), [H-].[Na+] (sodium hydride). Run in CN(C=O)C (N,N-dimethylformamide), CN(C=O)C (N,N-dimethylformamide), CN(C=O)C (N,N-dimethylformamide). Run at time 0.5 hour. Product: ClC=1C(=C2C(=NC1)N(C=C2)S(=O)(=O)C2=CC=C(C)C=C2)I (5-chloro-4-iodo-1-tosyl-1H-pyrrolo[2,3-b]pyridine). As a reaction SMILES: [H-].[Na+].[Cl:3][C:4]1[C:5]([I:13])=[C:6]2[CH:12]=[CH:11][NH:10][C:7]2=[N:8][CH:9]=1.[C:14]1([CH3:24])[CH:19]=[CH:18][C:17]([S:20](Cl)(=[O:22])=[O:21])=[CH:16][CH:15]=1>CN(C)C=O>[Cl:3][C:4]1[C:5]([I:13])=[C:6]2[CH:12]=[CH:11][N:10]([S:20]([C:17]3[CH:18]=[CH:19][C:14]([CH3:24])=[CH:15][CH:16]=3)(=[O:22])=[O:21])[C:7]2=[N:8][CH:9]=1 |f:0.1|. Procedure: To an ambient suspension of sodium hydride (0.560 g, 23.34 mmol) in N,N-dimethylformamide (40 mL) was added a solution of 5-chloro-4-iodo-1H-pyrrolo[2,3-b]pyridine (5.0 g, 17.95 mmol) (Example 1E) in N,N-dimethylformamide (10 mL) slowly. The reaction was stirred for 0.5 hours, and a solution of para-toluenesulfonyl chloride (3.59 g, 18.85 mmol) in N,N-dimethylformamide (8 mL) was added. The reaction was stirred for 1 hour and was then quenched by pipetting the reaction portionwise into water (50...